Dataset: the Open Reaction Database (ORD), a public repository of structured organic reaction records. Task: describe an organic reaction: reactants, conditions, products, and yield The reactants are ClC1=C(C=CC(=C1)Cl)\C=C(/C(C(C)(C)C)=O)\N1N=CN=C1 ((E)-1-(2,4-dichlorophenyl)-2-(1,2,4-triazol-1-yl)-4,4-dimethyl-1-penten-3-one), Cl (hydrochloric acid), CC(C(C1=CC=CC=C1)O)N(C)C (N-methylephedrine), C(C)NC1=CC=CC=C1 (N-ethylaniline), [H-].[H-].[H-].[H-].[Li+].[Al+3] (LiAlH4). Run in C(C)OCC (ethyl ether), C(C)OCC (ethyl ether), C(C)OCC (ethyl ether), C(C)OCC (ethyl ether). Conditions: temperature -73 celsius, time 5 hour. The product is ClC1=C(C=CC(=C1)Cl)\C=C(/C(C(C)(C)C)O)\N1N=CN=C1 ((+)-(E)-1-(2,4-dichlorophenyl)-2-(1,2,4-triazol-1-yl)-4,4-dimethyl-1-penten-3-ol). The yield is 25.2%. RXN SMILES: [H-].[H-].[H-].[H-].[Li+].[Al+3].CC(N(C)C)C(O)C1C=CC=CC=1.C(NC1C=CC=CC=1)C.[Cl:29][C:30]1[CH:35]=[C:34]([Cl:36])[CH:33]=[CH:32][C:31]=1/[CH:37]=[C:38](/[N:45]1[CH:49]=[N:48][CH:47]=[N:46]1)\[C:39](=[O:44])[C:40]([CH3:43])([CH3:42])[CH3:41].Cl>C(OCC)C>[Cl:29][C:30]1[CH:35]=[C:34]([Cl:36])[CH:33]=[CH:32][C:31]=1/[CH:37]=[C:38](/[N:45]1[CH:49]=[N:48][CH:47]=[N:46]1)\[CH:39]([OH:44])[C:40]([CH3:41])([CH3:42])[CH3:43] |f:0.1.2.3.4.5|. Procedure: A chiral metal-hydrogen complex was formed in a manner similar to that in Example 1 by adding to 20 cc of an ethyl ether solution containing 0.63 g of LiAlH4 50 cc of an ethyl ether solution containing 3.05 g of N-methylephedrine followed by 20 cc of an ethyl ether solution containing 4.12 g of N-ethylaniline. To the resulting solution, was added at -70° C. 30 cc of an ethyl ether solution containing 1.62 g of (E)-1-(2,4-dichlorophenyl)-2-(1,2,4-triazol-1-yl)-4,4-dimethyl-1-penten-3-one. The res... The reactants are C(#N)C(CO)(CCCC)C1=C(C=C(C=C1)Cl)Cl (2-cyano-2-(2,4-dichlorophenyl)hexan-1-ol), CS(=O)(=O)Cl (methane sulfonyl chloride), C1=CC=CC=C1 (benzene). Solvent: C(C)N(CC)CC (triethylamine). Reaction conditions: time 30 minute. Yields the product CS(=O)(=O)OCC(CCCC)(C1=C(C=C(C=C1)Cl)Cl)C#N (2-cyano-2-(2,4-dichlorophenyl)hexyl methane sulfonate). As a reaction SMILES: [C:1]([C:3]([C:10]1[CH:15]=[CH:14][C:13]([Cl:16])=[CH:12][C:11]=1[Cl:17])([CH2:6][CH2:7][CH2:8][CH3:9])[CH2:4][OH:5])#[N:2].[CH3:18][S:19](Cl)(=[O:21])=[O:20].C1C=CC=CC=1>C(N(CC)CC)C>[CH3:18][S:19]([O:5][CH2:4][C:3]([C:1]#[N:2])([C:10]1[CH:15]=[CH:14][C:13]([Cl:16])=[CH:12][C:11]=1[Cl:17])[CH2:6][CH2:7][CH2:8][CH3:9])(=[O:21])=[O:20]. Procedure details: A mixture of 2-cyano-2-(2,4-dichlorophenyl)hexan-1-ol (5.6 g., 0.02 mole) and methane sulfonyl chloride (2.9 g., 0.025 mole) in 200 ml. of benzene is added dropwise at 10° C., 2.8 g. (0.027) of triethylamine. The reaction mixture is stirred at room temperature for 30 minutes and then heated on a steam bath for another 30 minutes. The precipitate formed is filtered and the filtrate is washed with dilute hydrochloric acid, water, saturated sodium bicarbonate solution, saturated sodium chloride sol... Reactants: ClC1=NN=CC2=CC(=CC=C12)C=1C=C(C(=O)NC2CC2)C=CC1C (3-(1-chlorophthalazin-6-yl)-N-cyclopropyl-4-methylbenzamide), ClC1=C(C=CC=C1)B(O)O (2-chlorophenylboronic acid), C(=O)([O-])[O-].[K+].[K+] (K2CO3). Reagents/catalysts: C=1C=CC(=CC1)[P](C=2C=CC=CC2)(C=3C=CC=CC3)[Pd]([P](C=4C=CC=CC4)(C=5C=CC=CC5)C=6C=CC=CC6)([P](C=7C=CC=CC7)(C=8C=CC=CC8)C=9C=CC=CC9)[P](C=1C=CC=CC1)(C=1C=CC=CC1)C=1C=CC=CC1 (tetrakis(triphenylphosphine)palladium). The solvent is COCCOC.CCO (DME EtOH). Reaction conditions: temperature 90 celsius, time 1 hour. The product is ClC1=C(C=CC=C1)C1=NN=CC2=CC(=CC=C12)C=1C=C(C(=O)NC2CC2)C=CC1C (3-(1-(2-chlorophenyl)phthalazin-6-yl)-N-cyclopropyl-4-methylbenzamide). Isolated yield 21.3%. As a reaction SMILES: Cl[C:2]1[C:11]2[C:6](=[CH:7][C:8]([C:12]3[CH:13]=[C:14]([CH:21]=[CH:22][C:23]=3[CH3:24])[C:15]([NH:17][CH:18]3[CH2:20][CH2:19]3)=[O:16])=[CH:9][CH:10]=2)[CH:5]=[N:4][N:3]=1.[Cl:25][C:26]1[CH:31]=[CH:30][CH:29]=[CH:28][C:27]=1B(O)O.C([O-])([O-])=O.[K+].[K+]>C1C=CC([P]([Pd]([P](C2C=CC=CC=2)(C2C=CC=CC=2)C2C=CC=CC=2)([P](C2C=CC=CC=2)(C2C=CC=CC=2)C2C=CC=CC=2)[P](C2C=CC=CC=2)(C2C=CC=CC=2)C2C=CC=CC=2)(C2C=CC=CC=2)C2C=CC=CC=2)=CC=1.COCCOC.CCO>[Cl:25][C:26]1[CH:31]=[CH:30][CH:29]=[CH:28][C:27]=1[C:2]1[C:11]2[C:6](=[CH:7][C:8]([C:12]3[CH:13]=[C:14]([CH:21]=[CH:22][C:23]=3[CH3:24])[C:15]([NH:17][CH:18]3[CH2:19][CH2:20]3)=[O:16])=[CH:9][CH:10]=2)[CH:5]=[N:4][N:3]=1 |f:2.3.4,6.7,^1:44,46,65,84|. Reported procedure: A mixture of 3-(1-chlorophthalazin-6-yl)-N-cyclopropyl-4-methylbenzamide (0.11 g, 0.327 mmol), 2-chlorophenylboronic acid (51 mg, 329 μmol), 5 mL DME/EtOH (4:1), 0.5 mL 2M K2CO3 and tetrakis(triphenylphosphine)palladium (20mg) was stirred at 90° C. for 1 h. The reaction mixture was cooled to RT. The crude product was purified via flash chromatography (silica gel) with 2% 2 M ammonia in MeOH/DCM to 6% 2 M ammonia in MeOH/DCM to give the crude compound (120 mg) as a yellow solid. The compound was ... Reactants: COC1=CC=C(C=C[N+](=O)[O-])C=C1 (p-methoxy-β-nitrostyrene), CN(C([S-])=S)C.C[NH2+]C (dimethylammonium dimethyldithiocarbamate). Run in C(=S)=S (carbon disulfide). The product is CN(C(SC(C1=CC=C(C=C1)OC)C[N+](=O)[O-])=S)C (p-methoxy-α-(nitromethyl)benzyl dimethyldithiocarbamate). As a reaction SMILES: [CH3:1][O:2][C:3]1[CH:13]=[CH:12][C:6]([CH:7]=[CH:8][N+:9]([O-:11])=[O:10])=[CH:5][CH:4]=1.[CH3:14][N:15]([CH3:19])[C:16](=[S:18])[S-:17].C[NH2+]C>C(=S)=S>[CH3:14][N:15]([CH3:19])[C:16](=[S:17])[S:18][CH:7]([CH2:8][N+:9]([O-:11])=[O:10])[C:6]1[CH:5]=[CH:4][C:3]([O:2][CH3:1])=[CH:13][CH:12]=1 |f:1.2|. Procedure details: As in Example 17, reaction of p-methoxy-β-nitrostyrene with dimethylammonium dimethyldithiocarbamate in the presence of carbon disulfide gave p-methoxy-α-(nitromethyl)benzyl dimethyldithiocarbamate melting at 86° C.-89° C. when recrystallized without heating from acetone-ethanol solution. Starting materials: ClC1=CC(=C(C=C1O)C=1C(N(C(=CN1)C(F)(F)F)C)=O)F (3-(4-chloro-2-fluoro-5-hydroxyphenyl)-1-methyl-6-trifluoromethyl-2-oxo-1,2-dihydropyrazine), ClC1=CC(=C(C=C1O)C=1C(N(C(=CN1)C(F)(F)F)C)=O)F (3-(4-chloro-2-fluoro-5-hydroxyphenyl)-1-methyl-6-trifluoromethyl-2-oxo-1,2-dihydropyrazine), C([O-])([O-])=O.[K+].[K+] (potassium carbonate), BrC(C#C)C (3-bromo-1-butyne), O (water). The solvent is CN(C=O)C (N,N-dimethylformamide). Conditions: temperature 70 celsius, time 1 hour. Yields the product ClC1=CC(=C(C=C1OC(C)C#C)C=1C(N(C(=CN1)C(F)(F)F)C)=O)F (3-{4-chloro-2-fluoro-5-(3-butyn-2-yloxy)phenyl}-1-methyl-6-trifluoromethyl-2-oxo-1,2-dihydropyrazine). The yield is 82.7%. As a reaction SMILES: [Cl:1][C:2]1[C:7]([OH:8])=[CH:6][C:5]([C:9]2[C:10](=[O:20])[N:11]([CH3:19])[C:12]([C:15]([F:18])([F:17])[F:16])=[CH:13][N:14]=2)=[C:4]([F:21])[CH:3]=1.C(=O)([O-])[O-].[K+].[K+].Br[CH:29]([CH3:32])[C:30]#[CH:31].O>CN(C)C=O>[Cl:1][C:2]1[C:7]([O:8][CH:30]([C:29]#[CH:32])[CH3:31])=[CH:6][C:5]([C:9]2[C:10](=[O:20])[N:11]([CH3:19])[C:12]([C:15]([F:18])([F:17])[F:16])=[CH:13][N:14]=2)=[C:4]([F:21])[CH:3]=1 |f:1.2.3|. Procedure: First, 100 mg of 3-(4-chloro-2-fluoro-5-hydroxyphenyl)-1-methyl-6-trifluoromethyl-2-oxo-1,2-dihydropyrazine (present compound 1-61) was dissolved in 0.60 ml of N,N-dimethylformamide, to which 64 mg of potassium carbonate and 45 mg of 3-bromo-1-butyne were added, and the mixture was stirred at 70° C. for 1 hour. After completion of the reaction, the reaction mixture was poured into water, followed by extraction with ethyl acetate. The organic layer was washed with saturated sodium chloride soluti...